This data is from the Open Reaction Database (ORD), a public repository of structured organic reaction records. The task is: describe an organic reaction: reactants, conditions, products, and yield The reactants are BrCc1ccccn1, BrCC1CCCCO1, O=C1Nc2ccccc2C12COc1ccc3nonc3c12. Yields the product O=C1N(Cc2ccccn2)c2ccccc2C12COc1ccc3nonc3c12. Reaction SMILES: [Br:1][CH2:2][c:3]1[n:4][cH:5][cH:6][cH:7][cH:8]1.[Br:9][CH2:10][CH:11]1[CH2:12][CH2:13][CH2:14][CH2:15][O:16]1.[NH:17]1[C:18](=[O:37])[C:19]2([CH2:20][O:21][c:22]3[cH:23][cH:24][c:25]4[c:26]([n:27][o:28][n:29]4)[c:30]32)[c:31]2[cH:32][cH:33][cH:34][cH:35][c:36]21>>[CH2:2]([c:3]1[n:4][cH:5][cH:6][cH:7][cH:8]1)[N:17]1[C:18](=[O:37])[C:19]2([CH2:20][O:21][c:22]3[cH:23][cH:24][c:25]4[c:26]([n:27][o:28][n:29]4)[c:30]32)[c:31]2[cH:32][cH:33][cH:34][cH:35][c:36]21.